describe an organic reaction: reactants, conditions, products, and yield From a dataset of the Open Reaction Database (ORD), a public repository of structured organic reaction records. The reactants are CC(=O)O, CN1C(=O)C2(CC2)c2ccccc21, O, O=[N+]([O-])O. Product: CN1C(=O)C2(CC2)c2cc([N+](=O)[O-])ccc21. RXN SMILES: [CH3:19][C:20](=[O:21])[OH:22].[CH3:1][N:2]1[C:3](=[O:13])[C:4]2([CH2:5][CH2:6]2)[c:7]2[cH:8][cH:9][cH:10][cH:11][c:12]21.[OH2:18].[OH:14][N+:15]([O-:16])=[O:17]>>[CH3:1][N:2]1[C:3](=[O:13])[C:4]2([CH2:5][CH2:6]2)[c:7]2[cH:8][c:9]([N+:15](=[O:14])[O-:16])[cH:10][cH:11][c:12]21. Reactants: CCOC(=O)CBr, COC(=O)c1sc(Br)c(C)c1O, CCOC(C)=O, [K+], [K+], O=C([O-])[O-]. Product: CCOC(=O)COc1c(C(=O)OC)sc(Br)c1C. RXN SMILES: [Br:13][CH2:14][C:15](=[O:16])[O:17][CH2:18][CH3:19].[CH3:1][O:2][C:3](=[O:4])[c:5]1[s:6][c:7]([Br:12])[c:8]([CH3:11])[c:9]1[OH:10].[CH3:26][CH2:27][O:28][C:29](=[O:30])[CH3:31].[K+:20].[K+:21].[O-:22][C:23]([O-:24])=[O:25]>>[CH3:1][O:2][C:3](=[O:4])[c:5]1[s:6][c:7]([Br:12])[c:8]([CH3:11])[c:9]1[O:10][CH2:14][C:15](=[O:16])[O:17][CH2:18][CH3:19]. Reactants: O (water), CC(C)O (2-propanol), (tetrakis)triphenylphosphine palladium(0), C1(=CC=C(C=C1)B(O)O)C (4-tolylboronic acid), BrC1=C(C=CC=C1)[N+](=O)[O-] (2-bromo-1-nitrobenzene). Solvent: [OH-].[Na+] (sodium hydroxide), C1=CC=CC=C1 (benzene). Product: CC1=CC=C(C=C1)C1=C(C=CC=C1)[N+](=O)[O-] (4-Methyl-2'-nitro-1,1'-biphenyl). Isolated yield 77.4%. As a reaction SMILES: [C:1]1([CH3:10])[CH:6]=[CH:5][C:4](B(O)O)=[CH:3][CH:2]=1.Br[C:12]1[CH:17]=[CH:16][CH:15]=[CH:14][C:13]=1[N+:18]([O-:20])=[O:19].O.CC(O)C>[OH-].[Na+].C1C=CC=CC=1>[CH3:10][C:1]1[CH:6]=[CH:5][C:4]([C:12]2[CH:17]=[CH:16][CH:15]=[CH:14][C:13]=2[N+:18]([O-:20])=[O:19])=[CH:3][CH:2]=1 |f:4.5|. Procedure details: A vigorously stirred mixture of 34 g (0.25 mol) of 4-tolylboronic acid and 34 g (0.17 mol) of 2-bromo-1-nitrobenzene in a mixture of 170 mL of 5N sodium hydroxide, 57 mL of water, 215 mL of 2-propanol and 1080 mL of benzene was treated with 11.9 g of (tetrakis)triphenylphosphine palladium(0). The two-phase mixture was heated at reflux for three hours. The cooled reaction mixture was filtered through Celite and the filter cake washed with fresh benzene. The organic layer was separated and washed ... The reactants are C(C)OC(CCN(CC(=O)OCC)C(CCCCCNC(=O)OCC1=CC=CC=C1)=O)=O (3-[(6-Benzyloxycarbonylamino-hexanoyl)-ethoxycarbonylmethyl-amino]-propionic acid ethyl ester), NaH2PO4.H2O, CC(C)([O-])C.[K+] (potassium t-butoxide), C(C)(=O)O (acetic acid). Run in C1(=CC=CC=C1)C (toluene), ice, C1(=CC=CC=C1)C (toluene). Run at temperature 0 celsius, time 30 minute. The product is C(C)OC(=O)C1CN(CC1=O)C(CCCCCNC(=O)OCC1=CC=CC=C1)=O (1-(6-Benzyloxycarbonylamino-hexanoyl)-4-oxo-pyrrolidine-3-carboxylic acid ethyl ester). RXN SMILES: CC(C)([O-])C.[K+].[CH2:7]([O:9][C:10](=[O:38])[CH2:11][CH2:12][N:13]([C:20](=[O:37])[CH2:21][CH2:22][CH2:23][CH2:24][CH2:25][NH:26][C:27]([O:29][CH2:30][C:31]1[CH:36]=[CH:35][CH:34]=[CH:33][CH:32]=1)=[O:28])[CH2:14][C:15](OCC)=[O:16])[CH3:8].C(O)(=O)C>C1(C)C=CC=CC=1>[CH2:7]([O:9][C:10]([CH:11]1[C:15](=[O:16])[CH2:14][N:13]([C:20](=[O:37])[CH2:21][CH2:22][CH2:23][CH2:24][CH2:25][NH:26][C:27]([O:29][CH2:30][C:31]2[CH:36]=[CH:35][CH:34]=[CH:33][CH:32]=2)=[O:28])[CH2:12]1)=[O:38])[CH3:8] |f:0.1|. Procedure: To a suspension of potassium t-butoxide (7.12 g, 64 mmol) in toluene (150 mL) at 0° C. under nitrogen, was added diester 59 (20 g, 44 mmol) in toluene (25 mL) over a 10 min period. The solution was stirred for 30 min at 0° C. and 5 mL of glacial acetic acid was added, immediately followed by 25 g of NaH2PO4.H2O in 250 mL of ice-cold water. The resultant mixture was extracted with chloroform (3×200 mL), and the combined organic extracts were washed twice with phosphate buffer (2×25 mL, pH=7.0), d... Starting materials: C(C=C)OC=1C=C2C=CC(NC2=CC1)=O (6-allyloxy-2(1H)-quinolinone), C1CCCC2=CC=CC=C12 (tetralin). Reaction conditions: time 4 hour. The product is C(C=C)C1=C2C=CC(NC2=CC=C1O)=O (5-allyl-6-hydroxy-2(1H)-quinolinone). Isolated yield 100.0%. RXN SMILES: C([O:4][C:5]1[CH:6]=[C:7]2[C:12](=[CH:13][CH:14]=1)[NH:11][C:10](=[O:15])[CH:9]=[CH:8]2)C=C.[CH2:16]1[C:25]2C(=CC=CC=2)CC[CH2:17]1>>[CH2:25]([C:6]1[C:5]([OH:4])=[CH:14][CH:13]=[C:12]2[C:7]=1[CH:8]=[CH:9][C:10](=[O:15])[NH:11]2)[CH:16]=[CH2:17]. Reported procedure: 10 Grams of 6-allyloxy-2(1H)-quinolinone was suspended in 50 ml of tetralin, and this suspension was stirred at 200° to 230° C. for 4 hours in nitrogen gas atmosphere. After the reaction, the reaction mixture was cooled to room temperature. The crystals thus precipitated were collected by filtration, washed with n-hexane and a small amount of diethyl ether in this order and dried. There was obtained 10 g (100%) of 5-allyl-6-hydroxy-2(1H)-quinolinone as crystalline powder. Melting point: Decompos...